From a dataset of the Open Reaction Database (ORD), a public repository of structured organic reaction records. describe an organic reaction: reactants, conditions, products, and yield Starting materials: COC(C1=C(SC=C1)C(C1=C(C=CC=C1)F)=O)OC (2-(2-fluorobenzoyl)-3-thiophenecarboxaldehyde dimethylacetal), C(C)O (ethanol), Cl (hydrogen chloride). The solvent is O (water), CCOCC (ether). The product is FC1=C(C(=O)C=2SC=CC2C=O)C=CC=C1 (2-(2-Fluorobenzoyl)-3-thiophenecarboxaldehyde). The yield is 27.0%. RXN SMILES: C[O:2][CH:3](OC)[C:4]1[CH:8]=[CH:7][S:6][C:5]=1[C:9](=[O:17])[C:10]1[CH:15]=[CH:14][CH:13]=[CH:12][C:11]=1[F:16].C(O)C.Cl>O.CCOCC>[F:16][C:11]1[CH:12]=[CH:13][CH:14]=[CH:15][C:10]=1[C:9]([C:5]1[S:6][CH:7]=[CH:8][C:4]=1[CH:3]=[O:2])=[O:17]. Reported procedure: To 2-(2-fluorobenzoyl)-3-thiophenecarboxaldehyde dimethylacetal was added a solution of absolute ethanol (575 ml) and hydrogen chloride (39 g). The reaction mixture was heated at reflux for 10 mins, with stirring under nitrogen. The solution was cooled to room temperature, diluted with water and ether, and the layers were separated. The aqueous layer was extracted with ether, and the combined organic layers washed with dilute aqueous sodium bicarbonate solution, brine, dried over anhydrous potas... Starting materials: CCOC(=O)c1ccccc1, C[Al](C)C, Cc1ccccc1, CC(C)(C)OC(=O)N1CCC(NCCN)CC1, O. Yields the product CC(C)(C)OC(=O)N1CCC(N2CCN=C2c2ccccc2)CC1. As a reaction SMILES: [C:22]([c:23]1[cH:24][cH:25][cH:26][cH:27][cH:28]1)([O:29][CH2:30][CH3:31])=[O:32].[CH3:18][Al:19]([CH3:20])[CH3:21].[CH3:34][c:35]1[cH:36][cH:37][cH:38][cH:39][cH:40]1.[NH2:1][CH2:2][CH2:3][NH:4][CH:5]1[CH2:6][CH2:7][N:8]([C:11](=[O:12])[O:13][C:14]([CH3:15])([CH3:16])[CH3:17])[CH2:9][CH2:10]1.[OH2:33]>>[N:1]1=[C:22]([c:23]2[cH:24][cH:25][cH:26][cH:27][cH:28]2)[N:4]([CH:5]2[CH2:6][CH2:7][N:8]([C:11](=[O:12])[O:13][C:14]([CH3:15])([CH3:16])[CH3:17])[CH2:9][CH2:10]2)[CH2:3][CH2:2]1. Reactants: COc1cnc(-c2ccccc2)c2sc(NC(=O)c3ccccc3)nc12, CO, [Na+], [OH-]. The product is COc1cnc(-c2ccccc2)c2sc(N)nc12. Reaction SMILES: [CH3:1][O:2][c:3]1[c:4]2[c:5]([c:6](-[c:9]3[cH:10][cH:11][cH:12][cH:13][cH:14]3)[n:7][cH:8]1)[s:15][c:16]([NH:18][C:19](=[O:20])[c:21]1[cH:22][cH:23][cH:24][cH:25][cH:26]1)[n:17]2.[CH3:29][OH:30].[Na+:28].[OH-:27]>>[CH3:1][O:2][c:3]1[c:4]2[c:5]([c:6](-[c:9]3[cH:10][cH:11][cH:12][cH:13][cH:14]3)[n:7][cH:8]1)[s:15][c:16]([NH2:18])[n:17]2. The reactants are C[S-], CNC(=O)C(=NOC)c1ccccc1COc1cccc(Cl)n1, [Na+], C1CCOC1, O. Product: CNC(=O)C(=NOC)c1ccccc1COc1cccc(SC)n1. As a reaction SMILES: [CH3:24][S-:25].[Cl:1][c:2]1[cH:3][cH:4][cH:5][c:6]([O:8][CH2:9][c:10]2[c:11]([C:16]([C:17](=[O:18])[NH:19][CH3:20])=[N:21][O:22][CH3:23])[cH:12][cH:13][cH:14][cH:15]2)[n:7]1.[Na+:26].[O:28]1[CH2:29][CH2:30][CH2:31][CH2:32]1.[OH2:27]>>[c:2]1([S:25][CH3:24])[cH:3][cH:4][cH:5][c:6]([O:8][CH2:9][c:10]2[c:11]([C:16]([C:17](=[O:18])[NH:19][CH3:20])=[N:21][O:22][CH3:23])[cH:12][cH:13][cH:14][cH:15]2)[n:7]1. The reactants are C(C1=CC=CC=C1)O[C@@H]1C[C@H](N(C1)C(=O)OC(C)(C)C)[C@@H](C1=CC=C(C=C1)S(=O)(=O)CC1CC1)NC(C1=C(C(=CC=C1)C(F)(F)F)Cl)=O (tert-butyl (2S,4R)-4-(benzyloxy)-2-((R)-{[2-chloro-3-(trifluoromethyl)benzoyl]amino}{4-[(cyclopropylmethyl)sulfonyl]phenyl}methyl)-pyrrolidine-1-carboxylate), C1=CCC=CC1 (1,4-cyclohexadiene), C(C1=CC=CC=C1)O[C@@H]1C[C@H](N(C1)C(=O)OC(C)(C)C)C(=O)O ((2S,4R)-4-(benzyloxy)-1-(tert-butoxycarbonyl)pyrrolidine-2-carboxylic acid), C(#N)C1=C(C(=O)C(=C(C1=O)Cl)Cl)C#N (DDQ). The solvent is CCOCC (ether), ClCCCl (DCE), O (water). Run at temperature 60 celsius, time 10 hour. Yields the product ClC1=C(C(=O)N[C@@H]([C@H]2N(C[C@@H](C2)O)C(=O)OC(C)(C)C)C2=CC=C(C=C2)S(=O)(=O)CC2CC2)C=CC=C1C(F)(F)F (tert-Butyl (2S,4R)-2-((R)-{[2-chloro-3-(trifluoromethyl)benzoyl]amino}{4-[(cyclopropylmethyl)sulphonyl]phenyl}methyl)-4-hydroxypyrrolidine-1-carboxylate). Yield: 49.6%. As a reaction SMILES: C([O:8][C@H:9]1[CH2:13][N:12]([C:14]([O:16][C:17]([CH3:20])([CH3:19])[CH3:18])=[O:15])[C@H:11]([C@H:21]([NH:35][C:36](=[O:48])[C:37]2[CH:42]=[CH:41][CH:40]=[C:39]([C:43]([F:46])([F:45])[F:44])[C:38]=2[Cl:47])[C:22]2[CH:27]=[CH:26][C:25]([S:28]([CH2:31][CH:32]3[CH2:34][CH2:33]3)(=[O:30])=[O:29])=[CH:24][CH:23]=2)[CH2:10]1)C1C=CC=CC=1.C(O[C@H]1CN(C(OC(C)(C)C)=O)[C@H](C(O)=O)C1)C1C=CC=CC=1.C(C1C(=O)C(Cl)=C(Cl)C(=O)C=1C#N)#N.C1CC=CCC=1>CCOCC.O.ClCCCl>[Cl:47][C:38]1[C:39]([C:43]([F:45])([F:44])[F:46])=[CH:40][CH:41]=[CH:42][C:37]=1[C:36]([NH:35][C@H:21]([C:22]1[CH:27]=[CH:26][C:25]([S:28]([CH2:31][CH:32]2[CH2:33][CH2:34]2)(=[O:29])=[O:30])=[CH:24][CH:23]=1)[C@@H:11]1[CH2:10][C@@H:9]([OH:8])[CH2:13][N:12]1[C:14]([O:16][C:17]([CH3:19])([CH3:20])[CH3:18])=[O:15])=[O:48]. Procedure details: A mixture of tert-butyl (2S,4R)-4-(benzyloxy)-2-((R)-{[2-chloro-3-(trifluoromethyl)benzoyl]amino}{4-[(cyclopropylmethyl)sulfonyl]phenyl}methyl)-pyrrolidine-1-carboxylate (330 mg, 0.49 mmol) prepared from (2S,4R)-4-(benzyloxy)-1-(tert-butoxycarbonyl)pyrrolidine-2-carboxylic acid using the method outlined for Examples 11-46, DDQ (0.78 g, 3.4 mmol), DCE (25 mL) and water (1.5 mL) was stirred at 60° C. for 10 hours. After cooling to rt, 1,4-cyclohexadiene (0.76 ml) was added. The mixture was stirred...